This data is from the Open Reaction Database (ORD), a public repository of structured organic reaction records. The task is: describe an organic reaction: reactants, conditions, products, and yield The reactants are Br, Br, O=C([O-])O, CC(=O)OC(C)=O, ClC(Cl)Cl, Oc1cccc(N2CCNCC2)c1, [Na+], O. Yields the product CC(=O)N1CCN(c2cccc(O)c2)CC1. RXN SMILES: [BrH:1].[BrH:2].[C:17](=[O:18])([O-:19])[OH:20].[C:22]([CH3:23])(=[O:24])[O:25][C:26](=[O:27])[CH3:28].[Cl:29][CH:30]([Cl:31])[Cl:32].[N:3]1([c:9]2[cH:10][c:11]([OH:15])[cH:12][cH:13][cH:14]2)[CH2:4][CH2:5][NH:6][CH2:7][CH2:8]1.[Na+:21].[OH2:16]>>[N:3]1([c:9]2[cH:10][c:11]([OH:15])[cH:12][cH:13][cH:14]2)[CH2:4][CH2:5][N:6]([C:22]([CH3:23])=[O:24])[CH2:7][CH2:8]1.